The task is: describe an organic reaction: reactants, conditions, products, and yield. This data is from the Open Reaction Database (ORD), a public repository of structured organic reaction records. RXN SMILES: [H-].C([Al+]CC(C)C)C(C)C.C([O:13][C:14]([C:16]1[S:20][C:19]([CH:21]([CH3:23])[CH3:22])=[N:18][C:17]=1[CH3:24])=O)C.C(C(C(C([O-])=O)O)O)([O-])=O.[Na+].[K+]>C1(C)C=CC=CC=1>[CH3:23][CH:21]([C:19]1[S:20][C:16]([CH2:14][OH:13])=[C:17]([CH3:24])[N:18]=1)[CH3:22] |f:0.1,3.4.5|. Product: CC(C)C=1SC(=C(N1)C)CO (2-(1-methylethyl)-4-methylthiazole-5-methanol). Procedure: Diisobutylaluminum hydride (1.5M in toluene; 6.5 mL, 9.8 mmol) was added dropwise to a solution of 2-(1-methylethyl)-4-methylthiazole-5-carboxylic acid ethyl ester (Example 9; 1.0 g, 4.7 mmol) in toluene (8 mL) at −75° C. After 15 min, the cold reaction mixture was treated with saturated aqueous potassium sodium tartrate (15 mL) and the reaction mixture was allowed to warm to room temperature. The reaction mixture was filtered and the solids were washed thoroughly with toluene. The combined filt... Isolated yield 92.2%. The reactants are [H-].C(C(C)C)[Al+]CC(C)C (Diisobutylaluminum hydride), C(C)OC(=O)C1=C(N=C(S1)C(C)C)C (2-(1-methylethyl)-4-methylthiazole-5-carboxylic acid ethyl ester), C(=O)([O-])C(O)C(O)C(=O)[O-].[Na+].[K+] (potassium sodium tartrate). Run at time 15 minute. Run in C1(=CC=CC=C1)C (toluene). Starting materials: N#Cc1ccc(Br)cc1, CC(C)(C)[O-], Cc1ccccc1, NCc1ccccc1, [Na+], O=C(C=Cc1ccccc1)C=Cc1ccccc1, O=C(C=Cc1ccccc1)C=Cc1ccccc1, O=C(C=Cc1ccccc1)C=Cc1ccccc1, [Pd], [Pd]. The product is N#Cc1ccc(Nc2ccccc2)cc1. Reaction SMILES: [Br:7][c:8]1[cH:9][cH:10][c:11]([C:12]#[N:13])[cH:14][cH:15]1.[CH3:1][C:2]([CH3:3])([O-:4])[CH3:5].[CH3:24][c:25]1[cH:26][cH:27][cH:28][cH:29][cH:30]1.[NH2:16][CH2:17][c:18]1[cH:19][cH:20][cH:21][cH:22][cH:23]1.[Na+:6].[O:33]=[C:34]([CH:35]=[CH:36][c:37]1[cH:38][cH:39][cH:40][cH:41][cH:42]1)[CH:43]=[CH:44][c:45]1[cH:46][cH:47][cH:48][cH:49][cH:50]1.[O:51]=[C:52]([CH:53]=[CH:54][c:55]1[cH:56][cH:57][cH:58][cH:59][cH:60]1)[CH:61]=[CH:62][c:63]1[cH:64][cH:65][cH:66][cH:67][cH:68]1.[O:69]=[C:70]([CH:71]=[CH:72][c:73]1[cH:74][cH:75][cH:76][cH:77][cH:78]1)[CH:79]=[CH:80][c:81]1[cH:82][cH:83][cH:84][cH:85][cH:86]1.[Pd:31].[Pd:32]>>[c:8]1([NH:16][c:25]2[cH:26][cH:27][cH:28][cH:29][cH:30]2)[cH:9][cH:10][c:11]([C:12]#[N:13])[cH:14][cH:15]1. Starting materials: C(C)(C)(C)OC([C@H](NS(=O)(=O)C1=CC=C(C=C1)OC)C(C)C)=O (N-[4-methoxybenzenesulfonyl]-(D)-valine t-butyl ester), Cl.N1=CC(=CC=C1)CCl (3-picolyl chloride hydrochloride), C([O-])([O-])=O.[K+].[K+] (potassium carbonate). The solvent is O (water), CN(C=O)C (dimethylformamide). Run at time 2 day. Yields the product COC1=CC=C(C=C1)S(=O)(=O)N([C@@H](C(=O)OC(C)(C)C)C(C)C)CC=1C=NC=CC1 (t-butyl 2(R)-[N-[4-methoxybenzenesulfonyl]-(3-picolyl)amino]-3-methylbutanoate). As a reaction SMILES: [C:1]([O:5][C:6](=[O:23])[C@@H:7]([CH:20]([CH3:22])[CH3:21])[NH:8][S:9]([C:12]1[CH:17]=[CH:16][C:15]([O:18][CH3:19])=[CH:14][CH:13]=1)(=[O:11])=[O:10])([CH3:4])([CH3:3])[CH3:2].Cl.[N:25]1[CH:30]=[CH:29][CH:28]=[C:27]([CH2:31]Cl)[CH:26]=1.C(=O)([O-])[O-].[K+].[K+]>CN(C)C=O.O>[CH3:19][O:18][C:15]1[CH:14]=[CH:13][C:12]([S:9]([N:8]([CH2:31][C:27]2[CH:26]=[N:25][CH:30]=[CH:29][CH:28]=2)[C@H:7]([CH:20]([CH3:21])[CH3:22])[C:6]([O:5][C:1]([CH3:4])([CH3:3])[CH3:2])=[O:23])(=[O:11])=[O:10])=[CH:17][CH:16]=1 |f:1.2,3.4.5|. Procedure details: To a solution of N-[4-methoxybenzenesulfonyl]-(D)-valine t-butyl ester (4.38 g, 13.0 mmol) in dimethylformamide (200 mL) is added 3-picolyl chloride hydrochloride (2.3 g, 14.0 mmol) followed by potassium carbonate (17.94 g, 130.0 mmol). The reaction mixture is stirred at room temperature for 2 days. The mixture is then diluted with water and extracted with ethyl acetate. The combined organic extracts are washed with brine, dried (Na2SO4), and the solvent is evaporated. The crude product is purif... The reactants are CCOC(=O)c1ccc(Br)c(O)c1, BrCc1ccccc1, CC(C)=O, [K+], [K+], O=C([O-])[O-]. Yields the product CCOC(=O)c1ccc(Br)c(OCc2ccccc2)c1. As a reaction SMILES: [Br:1][c:2]1[c:3]([OH:13])[cH:4][c:5]([C:6](=[O:7])[O:8][CH2:9][CH3:10])[cH:11][cH:12]1.[CH2:20]([c:21]1[cH:22][cH:23][cH:24][cH:25][cH:26]1)[Br:27].[CH3:28][C:29](=[O:30])[CH3:31].[K+:14].[K+:15].[O-:16][C:17]([O-:18])=[O:19]>>[Br:1][c:2]1[c:3]([O:13][CH2:20][c:21]2[cH:22][cH:23][cH:24][cH:25][cH:26]2)[cH:4][c:5]([C:6](=[O:7])[O:8][CH2:9][CH3:10])[cH:11][cH:12]1. Reactants: C(N)(=O)CNC(=O)C[C@@H]1C=2C=3C(=NC=NC3SC2CC1)OC1CCC(CC1)N(C(OC(C)(C)C)=O)C (tert-butyl N-(4-[[(3R)-3-[[(carbamoylmethyl)carbamoyl]methyl]-7-thia-9,11-diazatricyclo[6.4.0.0[2,6]]dodeca-1(8),2(6),9,11-tetraen-12-yl]oxy]cyclohexyl)-N-methylcarbamate), Cl (HCl). The solvent is C(Cl)Cl (DCM), C(Cl)Cl (DCM). Product: Cl.C(N)(=O)CNC(C[C@@H]1C=2C=3C(=NC=NC3SC2CC1)OC1CCC(CC1)NC)=O (N-(carbamoylmethyl)-2-[(3R)-12-[[4-(methylamino)cyclohexyl]oxy]-7-thia-9,11-diazatricyclo[6.4.0.0[2,6]]dodeca-1(8),2(6),9,11-tetraen-3-yl]acetamide hydrochloride). Reaction SMILES: [ClH:1].[C:2]([CH2:5][NH:6][C:7]([CH2:9][C@H:10]1[CH2:21][CH2:20][C:19]2[S:18][C:17]3[N:16]=[CH:15][N:14]=[C:13]([O:22][CH:23]4[CH2:28][CH2:27][CH:26]([N:29](C)[C:30](=O)OC(C)(C)C)[CH2:25][CH2:24]4)[C:12]=3[C:11]1=2)=[O:8])(=[O:4])[NH2:3]>C(Cl)Cl>[ClH:1].[C:2]([CH2:5][NH:6][C:7](=[O:8])[CH2:9][C@H:10]1[CH2:21][CH2:20][C:19]2[S:18][C:17]3[N:16]=[CH:15][N:14]=[C:13]([O:22][CH:23]4[CH2:24][CH2:25][CH:26]([NH:29][CH3:30])[CH2:27][CH2:28]4)[C:12]=3[C:11]1=2)(=[O:4])[NH2:3] |f:3.4|. Reported procedure: HCl (gas) was introduced into DCM (50 mL) at 0° C. for 30 min with stirring. Then a solution of tert-butyl N-(4-[[(3R)-3-[[(carbamoylmethyl)carbamoyl]methyl]-7-thia-9,11-diazatricyclo[6.4.0.0[2,6]]dodeca-1(8),2(6),9,11-tetraen-12-yl]oxy]cyclohexyl)-N-methylcarbamate (140 mg, 0.27 mmol, 1.00 equiv) in 5 mL of DCM was added and the resulting solution was stirred overnight at room temperature. The solvent was removed under vacuum to provide 120 mg of N-(carbamoylmethyl)-2-[(3R)-12-[[4-(methylamino)... Starting materials: CI (Methyl iodide), BrC1=CC=C2CC3(C(C2=C1)=O)CCC(CC3)O (6′-bromo-4-hydroxyspiro[cyclohexane-1,2′-inden]-1′(3′H)-one), BrC1=CC=C2CC3(C(C2=C1)=O)CCC(CC3)O (6′-bromo-4-hydroxyspiro[cyclohexane-1,2′-inden]-1′(3′H)-one), CC(C)([O-])C.[K+] (potassium tert-butoxide), CC(C)([O-])C.[K+] (Potassium tert-butoxide), O (Water). Run in C1CCOC1 (THF). Run at temperature 0 celsius, time 25 minute. Product: BrC1=CC=C2CC3(C(C2=C1)=O)CCC(CC3)OC (6′-Bromo-4-methoxyspiro[cyclohexane-1,2′-inden]-1′(3′H)-one). Yield: 94.0%. Reaction SMILES: [Br:1][C:2]1[CH:10]=[C:9]2[C:5]([CH2:6][C:7]3([CH2:16][CH2:15][CH:14]([OH:17])[CH2:13][CH2:12]3)[C:8]2=[O:11])=[CH:4][CH:3]=1.[CH3:18]C(C)([O-])C.[K+].CI.O>C1COCC1>[Br:1][C:2]1[CH:10]=[C:9]2[C:5]([CH2:6][C:7]3([CH2:16][CH2:15][CH:14]([O:17][CH3:18])[CH2:13][CH2:12]3)[C:8]2=[O:11])=[CH:4][CH:3]=1 |f:1.2|. Reported procedure: A mixture of isomers of 6′-bromo-4-hydroxyspiro[cyclohexane-1,2′-inden]-1′(3′H)-one (Intermediate 5 Step 2, 12.7 g, 43.0 mmol) was dissolved in THF (210 mL) under N2 and cooled to 0° C. Potassium tert-butoxide (5.79 g, 51.6 mmol) was added portionwise and the mixture was stirred at 0° C. for 25 min. Methyl iodide (4.30 mL, 68.8 mmol) was added. The cooling bath was removed, and the mixture was stirred at r.t. Additional potassium tert-butoxide (0.483 g, 4.30 mmol) was added twice, after 2 h and ...